describe an organic reaction: reactants, conditions, products, and yield From a dataset of the Open Reaction Database (ORD), a public repository of structured organic reaction records. Starting materials: C(Cl)C1CO1 (epichlorohydrin), C(CC)NCCC (dipropylamine). Run at time 8 hour. Yields the product C(CC)N(CC1CO1)CCC (1-(Dipropylamino)-2,3-epoxypropane). The yield is 20.9%. Reaction SMILES: [CH2:1]([CH:3]1[O:5][CH2:4]1)Cl.[CH2:6]([NH:9][CH2:10][CH2:11][CH3:12])[CH2:7][CH3:8]>>[CH2:6]([N:9]([CH2:10][CH2:11][CH3:12])[CH2:1][CH:3]1[O:5][CH2:4]1)[CH2:7][CH3:8]. Reported procedure: A stirred solution of epichlorohydrin (20.0 g, 0.22 mole) is treated dropwise with dipropylamine (23.14 g, 0.23 mole) over a 1 hour period followed by continuous stirring at room temperature overnight. The reaction mixture is washed with 20% K2CO3 (50 ml). The organic layer is then stirred with 40% NaOH for 1 hour. The organic layer is separated and the aqueous layer is extracted with 3×100 ml portions of ether. The etheral extracts are pooled with the organic layer and washed with H2O (100 ml).... The solvent is C(C)(=O)OCC (ethyl acetate). Conditions: temperature 180 celsius. The product is FC1=CC=C(C=C1)C1=C(N=C(S1)C)C(=O)N1C(CCCC1)CC=1OC=C(N1)C1=C(C#N)C=CC=C1 ((RS)-2-[2-(1-{1-[5-(4-Fluoro-phenyl)-2-methyl-thiazol-4-yl]-methanoyl}-piperidin-2-ylmethyl)-oxazol-4-yl]-benzonitrile). As a reaction SMILES: Br[C:2]1[CH:7]=[CH:6][CH:5]=[CH:4][C:3]=1[C:8]1[N:9]=[C:10]([CH2:13][CH:14]2[CH2:19][CH2:18][CH2:17][CH2:16][N:15]2[C:20]([C:22]2[N:23]=[C:24]([CH3:34])[S:25][C:26]=2[C:27]2[CH:32]=[CH:31][C:30]([F:33])=[CH:29][CH:28]=2)=[O:21])[O:11][CH:12]=1.[CH3:35][N:36]1C(=O)CCC1>C(OCC)(=O)C>[F:33][C:30]1[CH:31]=[CH:32][C:27]([C:26]2[S:25][C:24]([CH3:34])=[N:23][C:22]=2[C:20]([N:15]2[CH2:16][CH2:17][CH2:18][CH2:19][CH:14]2[CH2:13][C:10]2[O:11][CH:12]=[C:8]([C:3]3[CH:4]=[CH:5][CH:6]=[CH:7][C:2]=3[C:35]#[N:36])[N:9]=2)=[O:21])=[CH:28][CH:29]=1. The reactants are BrC1=C(C=CC=C1)C=1N=C(OC1)CC1N(CCCC1)C(=O)C=1N=C(SC1C1=CC=C(C=C1)F)C ((RS)-1-{2-[4(2-Bromo-phenyl)-oxazol-2-ylmethyl]-piperidin-1-yl}-1-[5-(4-fluoro-phenyl)-2-methyl-thiazol-4yl]-methanone), Cu(I)CN, CN1CCCC1=O (N-Methyl pyrrolidinone). Procedure: A mixture of the bromide (0.240 g) of example 176, Cu(I)CN (0.060 g) and N-Methyl pyrrolidinone (5 ml) was heated at 180° C. for 16 h. The cooled reaction mixture was diluted with ethyl acetate and passed through kiesselguhr, washing with ethyl acetate. The filtrate was washed with water, dried (sodium sulfate) and solvent removed at reduced pressure. The residue was column chromatographed (silica gel, 20-50% ethyl acetate-pentane) to give the title compound as a pale yellow gum (0.101 g